Dataset: the Open Reaction Database (ORD), a public repository of structured organic reaction records. Task: describe an organic reaction: reactants, conditions, products, and yield Starting materials: FC=1C=CCC2C1NC(OC2(C)C)=O (8-fluoro-4,4-dimethyl-dihydro-benzo[d][1,3]oxazin-2-one), BrBr (bromine). The solvent is C(C)(=O)O (acetic acid), C(C)(=O)O (acetic acid). Run at time 10 minute. The product is BrC=1CC2C(NC(OC2(C)C)=O)=C(C1)F (6-bromo-8-fluoro-4,4-dimethyl-dihydro-benzo[d][1,3]oxazin-2-one). Yield: 82.8%. As a reaction SMILES: [F:1][C:2]1[CH:3]=[CH:4][CH2:5][CH:6]2[C:11]([CH3:13])([CH3:12])[O:10][C:9](=[O:14])[NH:8][C:7]=12.[Br:15]Br>C(O)(=O)C>[Br:15][C:4]1[CH2:5][CH:6]2[C:11]([CH3:12])([CH3:13])[O:10][C:9](=[O:14])[NH:8][C:7]2=[C:2]([F:1])[CH:3]=1. Procedure details: To a solution of 8-fluoro-4,4-dimethyl-dihydro-benzo[d][1,3]oxazin-2-one (0.15 g, 0.77 mmol) in acetic acid (5 mL) was added dropwise a solution of bromine (0.37 g, 2.31 mmol) in acetic acid (5 mL) under nitrogen at rt. After stirring for 10 minutes, the mixture was concentrated and the residue obtained was purified by a silica gel column (hexane:ethyl acetate/4:1) to afford 6-bromo-8-fluoro-4,4-dimethyl-dihydro-benzo[d][1,3]oxazin-2-one as an off-white solid (0.176 g, 84%) which was used in nex... Procedure details: Prepared from α-phenyl-2-piperidino-benzylamine and 2-methoxy-4-methoxycarbonyl-phenylacetic acid. Starting materials: C1(=CC=CC=C1)C(C1=C(C=CC=C1)N1CCCCC1)N (α-phenyl-2-piperidino-benzylamine), COC1=C(C=CC(=C1)C(=O)OC)CC(=O)O (2-methoxy-4-methoxycarbonyl-phenylacetic acid). Reaction SMILES: [C:1]1([CH:7]([NH2:20])[C:8]2[CH:13]=[CH:12][CH:11]=[CH:10][C:9]=2[N:14]2[CH2:19][CH2:18][CH2:17][CH2:16][CH2:15]2)[CH:6]=[CH:5][CH:4]=[CH:3][CH:2]=1.[CH3:21][O:22][C:23]1[CH:28]=[C:27]([C:29]([O:31][CH3:32])=[O:30])[CH:26]=[CH:25][C:24]=1[CH2:33][C:34](O)=[O:35]>>[CH3:21][O:22][C:23]1[CH:28]=[C:27]([CH:26]=[CH:25][C:24]=1[CH2:33][C:34]([NH:20][CH:7]([C:1]1[CH:2]=[CH:3][CH:4]=[CH:5][CH:6]=1)[C:8]1[CH:13]=[CH:12][CH:11]=[CH:10][C:9]=1[N:14]1[CH2:19][CH2:18][CH2:17][CH2:16][CH2:15]1)=[O:35])[C:29]([O:31][CH3:32])=[O:30]. Product: COC=1C=C(C(=O)OC)C=CC1CC(=O)NC(C1=C(C=CC=C1)N1CCCCC1)C1=CC=CC=C1 (Methyl 3-methoxy-4-[N-(α-phenyl-2-piperidino-benzyl)-aminocarbonylmethyl]-benzoate). Starting materials: O=C1CCC(=O)N1Br, CCCCn1c2nc[nH]c2c(=O)n2c(COC)nnc12, C1CCOC1. The product is CCCCn1c2nc(Br)[nH]c2c(=O)n2c(COC)nnc12. Reaction SMILES: [Br:21][N:22]1[C:23](=[O:24])[CH2:25][CH2:26][C:27]1=[O:28].[CH2:1]([CH2:2][CH2:3][CH3:4])[n:5]1[c:6]2[n:7]([c:8](=[O:14])[c:9]3[nH:10][cH:11][n:12][c:13]13)[c:15]([CH2:18][O:19][CH3:20])[n:16][n:17]2.[O:29]1[CH2:30][CH2:31][CH2:32][CH2:33]1>>[CH2:1]([CH2:2][CH2:3][CH3:4])[n:5]1[c:6]2[n:7]([c:8](=[O:14])[c:9]3[nH:10][c:11]([Br:21])[n:12][c:13]13)[c:15]([CH2:18][O:19][CH3:20])[n:16][n:17]2. Reactants: C(C)O[Si](OCC)(OCC)OCC (tetraethoxysilane), reagent, C(C)O (ethanol), [N+](=O)(O)[O-] (nitric acid). Run in O (water). The product is O.C(C)O[Si](OCC)(OCC)OCC (water TEOS). As a reaction SMILES: [CH2:1]([O:3][Si:4]([O:11][CH2:12][CH3:13])([O:8][CH2:9][CH3:10])[O:5][CH2:6][CH3:7])[CH3:2].C(O)C.[N+]([O-])(O)=O>O>[OH2:3].[CH2:6]([O:5][Si:4]([O:8][CH2:9][CH3:10])([O:3][CH2:1][CH3:2])[O:11][CH2:12][CH3:13])[CH3:7] |f:4.5|. Procedure: A sol is formed by mixing 520 grams of tetraethoxysilane (TEOS) with 235 grams of reagent grade ethanol at 60° to 65° C. A solution of 1.6 grams of nitric acid in 78.5 grams of deionized water is added to the sol in four increments at about 15 minute intervals, producing a sol with a water/TEOS molar ratio of 1.75. The tetraethoxysilane is allowed to hydrolyze for one hour at 60° to 65° C. The sol is then allowed to cool to ambient temperature. The sol is vacuum distilled at 50° C. in a rotary e... The reactants are CS(=O)(=O)O, CC#N, Cl, O=C=Nc1cccc(Oc2ccccc2)c1, NCc1ccc2c(c1)CN(C1CCC(=O)NC1=O)C2=O. Yields the product O=C1CCC(N2Cc3cc(CNC(=O)Nc4cccc(Oc5ccccc5)c4)ccc3C2=O)C(=O)N1. RXN SMILES: [CH3:1][S:2]([OH:3])(=[O:4])=[O:5].[CH3:43][C:44]#[N:45].[ClH:42].[N:26](=[C:27]=[O:28])[c:29]1[cH:30][c:31]([O:35][c:36]2[cH:37][cH:38][cH:39][cH:40][cH:41]2)[cH:32][cH:33][cH:34]1.[NH2:6][CH2:7][c:8]1[cH:9][c:10]2[c:14]([cH:15][cH:16]1)[C:13](=[O:17])[N:12]([CH:18]1[C:19](=[O:25])[NH:20][C:21](=[O:24])[CH2:22][CH2:23]1)[CH2:11]2>>[NH:6]([CH2:7][c:8]1[cH:9][c:10]2[c:14]([cH:15][cH:16]1)[C:13](=[O:17])[N:12]([CH:18]1[C:19](=[O:25])[NH:20][C:21](=[O:24])[CH2:22][CH2:23]1)[CH2:11]2)[C:27]([NH:26][c:29]1[cH:30][c:31]([O:35][c:36]2[cH:37][cH:38][cH:39][cH:40][cH:41]2)[cH:32][cH:33][cH:34]1)=[O:28]. The reactants are ClCCCBr, O=C([O-])[O-], CCC(C)=O, COC(=O)c1ccc(O)c(OC)c1, [K+], [K+]. Yields the product COC(=O)c1ccc(OCCCCl)c(OC)c1. RXN SMILES: [Br:14][CH2:15][CH2:16][CH2:17][Cl:18].[C:19](=[O:20])([O-:21])[O-:22].[CH2:25]([C:26]([CH3:27])=[O:28])[CH3:29].[CH3:1][O:2][C:3](=[O:4])[c:5]1[cH:6][cH:7][c:8]([OH:9])[c:10]([O:11][CH3:12])[cH:13]1.[K+:23].[K+:24]>>[CH3:1][O:2][C:3](=[O:4])[c:5]1[cH:6][cH:7][c:8]([O:9][CH2:15][CH2:16][CH2:17][Cl:18])[c:10]([O:11][CH3:12])[cH:13]1. The reactants are ( A ), CC(=C)C(OC(C)=O)OC(C)=O (2-methyl-3,3-diacetoxypropene), CC(C=O)CC1=CC2=C(C=C1)OCO2 (2-methyl-3-(3,4-methylenedioxyphenyl)propanal), C1OC2=C(C=CC=C2)O1 (1,2-methylenedioxybenzene). The product is C(C)(=O)OC=C(CC1=CC2=C(C=C1)OCO2)C (1-acetoxy-2-methyl-3-(3,4-methylenedioxyphenyl)-1-propene). As a reaction SMILES: [CH3:1][CH:2]([CH2:5][C:6]1[CH:11]=[CH:10][C:9]2[O:12][CH2:13][O:14][C:8]=2[CH:7]=1)[CH:3]=[O:4].C1O[C:18]2C=CC=C[C:17]=2[O:16]1.CC(C(OC(=O)C)OC(=O)C)=C>>[C:17]([O:4][CH:3]=[C:2]([CH3:1])[CH2:5][C:6]1[CH:11]=[CH:10][C:9]2[O:12][CH2:13][O:14][C:8]=2[CH:7]=1)(=[O:16])[CH3:18]. Reported procedure: The production process (A) comprises the steps of (1) reacting 1,2-methylenedioxybenzene and 2-methyl-3,3-diacetoxypropene with each other to produce 1-acetoxy-2-methyl-3-(3,4-methylenedioxyphenyl)-1-propene; and (2) subjecting the obtained 1-acetoxy-2-methyl-3-(3,4-methylenedioxyphenyl)-1-propene to hydrolysis reaction or to transesterification reaction with an alcohol, followed by subjecting the resulting reaction mixture to distillative purification, to thereby adjust a content of 1-acetyl-3,... Starting materials: COC1=NC=C(C(=N1)OC)C1=C(C=CC=C1)C (2,4-dimethoxy-5-o-tolyl-pyrimidine). Run in CO (MeOH). Product: C1(=C(C=CC=C1)C=1C(NC(NC1)=O)=O)C (5-o-Tolyl-1H-pyrimidine-2,4-dione). Isolated yield 90.2%. RXN SMILES: C[O:2][C:3]1[N:8]=[C:7]([O:9]C)[C:6]([C:11]2[CH:16]=[CH:15][CH:14]=[CH:13][C:12]=2[CH3:17])=[CH:5][N:4]=1>CO>[C:12]1([CH3:17])[CH:13]=[CH:14][CH:15]=[CH:16][C:11]=1[C:6]1[C:7](=[O:9])[NH:8][C:3](=[O:2])[NH:4][CH:5]=1. Procedure: To a solution of 2,4-dimethoxy-5-o-tolyl-pyrimidine (Prep52, 400 mg, 1.7 mmol) in MeOH (10 mL) 2N HClaq (3 mL) was added. After refluxing for 48 hours, the solvents were evaporated. The crude was triturated with ethyl acetate to give 310 mg of the desired product (90% yield) that was used in the next step without further purification.